describe an organic reaction: reactants, conditions, products, and yield From a dataset of the Open Reaction Database (ORD), a public repository of structured organic reaction records. Starting materials: BrC=1C=C2C(=NC1)NC(C2)=O (5-bromo-1H-pyrrolo[2,3-b]pyridin-2(3H)-one), N1=CC=C(C=C1)/C=C/C1=NNC2=CC(=CC=C12)C=O ((E)-3-(2-(pyridin-4-yl)vinyl)-1H-indazole-6-carbaldehyde). Yields the product BrC=1C=C2C(=NC1)NC(C2=CC2=CC=C1C(=NNC1=C2)\C=C\C2=CC=NC=C2)=O (5-bromo-3-((3-((E)-2-(pyridin-4-yl)vinyl)-1H-indazol-6-yl)methyl-ene)-1H-pyrrolo[2,3-b]pyridin-2(3H)-one). Yield: 72.0%. RXN SMILES: [Br:1][C:2]1[CH:3]=[C:4]2[CH2:10][C:9](=[O:11])[NH:8][C:5]2=[N:6][CH:7]=1.[N:12]1[CH:17]=[CH:16][C:15](/[CH:18]=[CH:19]/[C:20]2[C:28]3[C:23](=[CH:24][C:25]([CH:29]=O)=[CH:26][CH:27]=3)[NH:22][N:21]=2)=[CH:14][CH:13]=1>>[Br:1][C:2]1[CH:3]=[C:4]2[C:10](=[CH:29][C:25]3[CH:24]=[C:23]4[C:28]([C:20](/[CH:19]=[CH:18]/[C:15]5[CH:14]=[CH:13][N:12]=[CH:17][CH:16]=5)=[N:21][NH:22]4)=[CH:27][CH:26]=3)[C:9](=[O:11])[NH:8][C:5]2=[N:6][CH:7]=1. Procedure: The title compound (64 mg, 64%) was synthesized as a greenish yellow solid according to the method described for Example A67 (oil temp 75° C., reflux 2 h) using 5-bromo-1H-pyrrolo[2,3-b]pyridin-2(3H)-one (42.6 mg, 0.2 mmol) and (E)-3-(2-(pyridin-4-yl)vinyl)-1H-indazole-6-carbaldehyde (49.8 mg, 0.2 mmol). 1H NMR indicated 7:6 mixture of E/Z isomers. 1H NMR (400 MHz, DMSO-d6) δ 8.57 (d, J=5.2 Hz, 2H), 8.34 (d, J=8.4 Hz, 1H), 8.26 (d, 1H), 8.22 (s, 1H), 8.12 (d, J=8.8 Hz, 1H), 8.03 (s, 1H), 7.93 (d... The reactants are CS(=O)(=O)Cl (methanesulfonyl chloride), NC=1C=C(OCC#N)C=CC1 ((3-Aminophenoxy)-acetonitrile), C(C)(=O)OCC (ethyl acetate). Run in N1=CC=CC=C1 (pyridine). Conditions: time 3 hour. Product: C(#N)COC=1C=C(C=CC1)NS(=O)(=O)C (N-(3-cyanomethoxyphenyl )-methanesulfonamide). Isolated yield 65.5%. As a reaction SMILES: [NH2:1][C:2]1[CH:3]=[C:4]([CH:9]=[CH:10][CH:11]=1)[O:5][CH2:6][C:7]#[N:8].[CH3:12][S:13](Cl)(=[O:15])=[O:14].C(OCC)(=O)C>N1C=CC=CC=1>[C:7]([CH2:6][O:5][C:4]1[CH:3]=[C:2]([NH:1][S:13]([CH3:12])(=[O:15])=[O:14])[CH:11]=[CH:10][CH:9]=1)#[N:8]. Reported procedure: (3-Aminophenoxy)-acetonitrile (3.0 g) was dissolved in 12 ml of pyridine, cooled in an ice bath, treated with 3.47 g of methanesulfonyl chloride, and stirred at room temperature for 3 hours. The mixture was poured into ethyl acetate, washed with hydrochloric acid, then with water, dried, and evaporated. The residue was purified by silica gel chromatography eluting with ethyl acetate:hexane (3:7) giving 3.0 g of N-(3-cyanomethoxyphenyl )-methanesulfonamide. An aliquot of this product was crystall... The reactants are C(=C)C(=O)C (methyl vinyl ketone), O=C(C)C=C(C)C (mesityl oxide), [OH-].[K+] (potassium hydroxide). Solvent: O1CCCC1 (tetrahydrofuran). Yields the product CC1=CC(=O)C(=C(C)C)CC1 (piperitenone). As a reaction SMILES: [CH:1]([C:3]([CH3:5])=O)=[CH2:2].O=[C:7]([CH:9]=[C:10]([CH3:12])[CH3:11])[CH3:8].[OH-:13].[K+]>O1CCCC1>[CH3:5][C:3]1[CH2:8][CH2:7][C:9](=[C:10]([CH3:12])[CH3:11])[C:2](=[O:13])[CH:1]=1 |f:2.3|. Procedure details: Furthermore, J. J. Beereboom (U.S. Pat. No. 3,238,261 and J. Org. Chem., 31, 2026 (1966)) describes the reaction of methyl vinyl ketone with excess mesityl oxide in the presence of potassium hydroxide powder in tetrahydrofuran as the solvent. The piperitenone obtained is purified in a very expensive manner via the piperitenone-bisulfite adduct. In this process, yields of piperitenone of between 36 and 54% of theory are obtained.